describe an organic reaction: reactants, conditions, products, and yield From a dataset of the Open Reaction Database (ORD), a public repository of structured organic reaction records. Product: C(C1=CC=CC=C1)NC(C(OC(C)=O)C1=CC=CC=C1)=O (N-benzyl phenyl-alpha-acetoxyacetamide). As a reaction SMILES: [CH2:1]([NH:8][C:9](=[O:18])[CH:10]([C:12]1[CH:17]=[CH:16][CH:15]=[CH:14][CH:13]=1)[OH:11])[C:2]1[CH:7]=[CH:6][CH:5]=[CH:4][CH:3]=1.[C:19](OC(=O)C)(=[O:21])[CH3:20]>>[CH2:1]([NH:8][C:9](=[O:18])[CH:10]([C:12]1[CH:17]=[CH:16][CH:15]=[CH:14][CH:13]=1)[O:11][C:19](=[O:21])[CH3:20])[C:2]1[CH:3]=[CH:4][CH:5]=[CH:6][CH:7]=1. Run at temperature 60 celsius, time 5 hour. The reactants are C(C1=CC=CC=C1)NC(C(O)C1=CC=CC=C1)=O (N-benzyl mandelic amide), C(C)(=O)OC(C)=O (acetic anhydride), C(C)(=O)OC(C)=O (acetic anhydride). Procedure: N-benzyl mandelic amide 100 g is suspended in 250 ml of acetic anhydride and the mixture is heated to 60 degrees C. After all the solid materials have been dissolved in acetic anhydride concentrated sulfuric acid 0.5 ml is added to the solution. Acetylation takes place instantly with exothermic reaction and the reaction mixture turns reddish in color. After the initial exothermic reaction has subsided the mixture is heated to 90-100 degrees C. for 5 hours to complete the acetylation. The reactio... The reactants are NC=1C=C(C#N)C=C(C1Cl)[N+](=O)[O-] (3-amino-4-chloro-5-nitrobenzonitrile), TEA, BrCC(=O)Br (2-bromoacetyl bromide). The solvent is C(Cl)Cl (DCM), C(Cl)Cl (DCM), C([O-])(O)=O.[Na+] (sodium bicarbonate), C(Cl)Cl (DCM). Conditions: temperature 0 celsius, time 3 hour. The product is BrCC(=O)NC1=C(C(=CC(=C1)C#N)[N+](=O)[O-])Cl (2-bromo-N-(2-chloro-5-cyano-3-nitrophenyl)acetamide). The yield is 103.4%. Reaction SMILES: [NH2:1][C:2]1[CH:3]=[C:4]([CH:7]=[C:8]([N+:11]([O-:13])=[O:12])[C:9]=1[Cl:10])[C:5]#[N:6].[Br:14][CH2:15][C:16](Br)=[O:17]>C(Cl)Cl.C(=O)(O)[O-].[Na+]>[Br:14][CH2:15][C:16]([NH:1][C:2]1[CH:3]=[C:4]([C:5]#[N:6])[CH:7]=[C:8]([N+:11]([O-:13])=[O:12])[C:9]=1[Cl:10])=[O:17] |f:3.4|. Reported procedure: To the solution of 3-amino-4-chloro-5-nitrobenzonitrile (300 mg, 1.518 mmol) in DCM (10 mL) at 0° C. was added TEA (0.317 mL, 2.278 mmol) and then 2-bromoacetyl bromide (0.145 mL, 1.670 mmol) was added drop wise. The reaction mixture was stirred at 0° C. for 3 h. LC-MS indicated a new peak. Then it was diluted with DCM and saturated aqueous sodium bicarbonate solution was added. After separating the layers, the aqueous layer was further extracted with DCM. The combined organic extracts were wash... RXN SMILES: [CH3:51][OH:52].[CH3:53][CH2:54][O:55][C:56](=[O:57])[CH3:58].[OH:1][c:2]1[c:3]([C:37]([CH3:38])=[O:39])[cH:4][cH:5][c:6]([O:9][CH2:10][c:11]2[cH:12][cH:13][c:14]([CH:17]([O:18][CH:19]3[CH2:20][CH2:21][CH2:22][CH2:23][O:24]3)[c:25]3[cH:26][c:27](-[c:31]4[n:32][n:33][c:34]([SH:36])[nH:35]4)[cH:28][cH:29][cH:30]3)[cH:15][cH:16]2)[c:7]1[CH3:8].[c:40]1([CH3:41])[cH:42][cH:43][c:44]([S:45]([OH:46])(=[O:47])=[O:48])[cH:49][cH:50]1>>[OH:1][c:2]1[c:3]([C:37]([CH3:38])=[O:39])[cH:4][cH:5][c:6]([O:9][CH2:10][c:11]2[cH:12][cH:13][c:14]([CH:17]([OH:18])[c:25]3[cH:26][c:27](-[c:31]4[n:32][n:33][c:34]([SH:36])[nH:35]4)[cH:28][cH:29][cH:30]3)[cH:15][cH:16]2)[c:7]1[CH3:8]. Reactants: CO, CCOC(C)=O, CC(=O)c1ccc(OCc2ccc(C(OC3CCCCO3)c3cccc(-c4nnc(S)[nH]4)c3)cc2)c(C)c1O, Cc1ccc(S(=O)(=O)O)cc1. Product: CC(=O)c1ccc(OCc2ccc(C(O)c3cccc(-c4nnc(S)[nH]4)c3)cc2)c(C)c1O. Starting materials: C(C)(=O)N1C=NC=C1 (N-acetylimidazole), NC1=CC(=NC(=C1)CC)CC (4-amino-2,6-diethylpyridine). The solvent is C1(=CC=CC=C1)C (toluene). Product: C(C)(=O)NC1=CC(=NC(=C1)CC)CC (4-(N-acetylamino)-2,6-diethylpyridine). The yield is 84.5%. RXN SMILES: [C:1]([N:4]1[CH:8]=[CH:7]N=C1)(=[O:3])[CH3:2].N[C:10]1[CH:15]=[C:14](CC)[N:13]=[C:12]([CH2:18][CH3:19])[CH:11]=1>C1(C)C=CC=CC=1>[C:1]([NH:4][C:8]1[CH:7]=[C:14]([CH2:15][CH3:10])[N:13]=[C:12]([CH2:18][CH3:19])[CH:11]=1)(=[O:3])[CH3:2]. Reported procedure: N-acetylimidazole (0.61 g) was added to a solution of 4-amino-2,6-diethylpyridine (0.61 g) in toluene (10 ml) and the mixture was heated at reflux for 16 hours. The mixture was cooled to ambient temperature and solvent was removed by evaporation. The residue was purified by flash chromatography eluting with ethyl acetate to give 4-(N-acetylamino)-2,6-diethylpyridine (B) (0.66 g) as a solid, m.p. 74°-78° C.; NMR (CDCl3): 1.26(t, 6H), 2.18(s, 3H), 2.74(q, 4H), 7.18(s, 2H), 7.75(broad s, 1H); mass ... Starting materials: C(CC(=O)C)(=O)OC([SiH2]C1=CC=CC=C1)(C)C (dimethylphenylsilylmethyl acetoacetate), [N+](=O)([O-])C=1C=C(C=O)C=CC1 (3-nitrobenzaldehyde), N (ammonia). As a reaction SMILES: [C:1]([O:7][C:8]([CH3:17])([CH3:16])[SiH2:9][C:10]1[CH:15]=[CH:14][CH:13]=[CH:12][CH:11]=1)(=[O:6])[CH2:2][C:3]([CH3:5])=O.[N+:18]([C:21]1[CH:22]=[C:23]([CH:26]=[CH:27][CH:28]=1)[CH:24]=O)([O-:20])=[O:19].[NH3:29]>C(O)C>[CH3:16][C:8]([O:7][C:1]([C:2]1[CH:24]([C:23]2[CH:26]=[CH:27][CH:28]=[C:21]([N+:18]([O-:20])=[O:19])[CH:22]=2)[C:2]([C:1]([O:7][C:8]([CH3:17])([CH3:16])[SiH2:9][C:10]2[CH:15]=[CH:14][CH:13]=[CH:12][CH:11]=2)=[O:6])=[C:3]([CH3:5])[NH:29][C:3]=1[CH3:5])=[O:6])([CH3:17])[SiH2:9][C:10]1[CH:15]=[CH:14][CH:13]=[CH:12][CH:11]=1. Product: CC([SiH2]C1=CC=CC=C1)(C)OC(=O)C1=C(NC(=C(C1C1=CC(=CC=C1)[N+](=O)[O-])C(=O)OC([SiH2]C1=CC=CC=C1)(C)C)C)C (2,6-Dimethyl-4-(3-nitrophenyl)-1,4-dihydropyridine-3,5-dicarboxylic acid bis-(dimethylphenylsilyl-methyl) ester). Run in C(C)O (ethanol). Reported procedure: 10.0 g of dimethylphenylsilylmethyl acetoacetate, 3.0 g of 3-nitrobenzaldehyde and 2.2 ml of concentrated ammonia in 15 ml of 96 percent strength ethanol are heated under reflux for 20 hours. After cooling and filtering, 11.0 g of yellow crystals of melting point 125° C. (ethanol) are obtained. Reactants: mixture, C(C1=CC=CC=C1)O[C@@H]1[C@H](CCC1)C1=NN(C=C1)C1OCCCC1 (3-[(1R,2S)-2-(benzyloxy)cyclopentyl]-1-(tetrahydro-2H-pyran-2-yl)-1H-pyrazole). The reagents and catalysts are [C].[Pd] (palladium carbon). The solvent is C(C)O (ethanol). Product: O1C(CCCC1)N1N=C(C=C1)[C@@H]1[C@H](CCC1)O ((1S,2R)-2-[1-(Tetrahydro-2H-pyran-2-yl)-1H-pyrazol-3-yl]cyclopentanol). Isolated yield 91.2%. As a reaction SMILES: C([O:8][C@H:9]1[CH2:13][CH2:12][CH2:11][C@@H:10]1[C:14]1[CH:18]=[CH:17][N:16]([CH:19]2[CH2:24][CH2:23][CH2:22][CH2:21][O:20]2)[N:15]=1)C1C=CC=CC=1>[C].[Pd].C(O)C>[O:20]1[CH2:21][CH2:22][CH2:23][CH2:24][CH:19]1[N:16]1[CH:17]=[CH:18][C:14]([C@H:10]2[CH2:11][CH2:12][CH2:13][C@@H:9]2[OH:8])=[N:15]1 |f:1.2|. Procedure: The reaction and aftertreatment were conducted in the same manner as in Example 106b by using the 3-[(1R,2S)-2-(benzyloxy)cyclopentyl]-1-(tetrahydro-2H-pyran-2-yl)-1H-pyrazole (403 mg, 1.23 mmol) prepared in Example 148d, palladium carbon (5%; 400 mg) and ethanol (20 mL) to yield the title compound (265 mg, 91%) in the form of a diastereomeric mixture as a colorless oil. Starting materials: FC(C=1C=C(COCC2(OC(C3=CC=CC=C23)O)C=C)C=C(C1)C(F)(F)F)(F)F (3-((3,5-bis(trifluoromethyl)benzyloxy)methyl)-3-vinyl-1,3-dihydroisobenzofuran-1-ol), [Cl-].COC[P+](C1=CC=CC=C1)(C1=CC=CC=C1)C1=CC=CC=C1 ((methoxymethyl)triphenylphosphonium chloride), CC(C)([O-])C.[K+] (potassium tert-butoxide). The product is FC(C=1C=C(COCC(C=C)(O)C2=C(C=CC=C2)C=COC)C=C(C1)C(F)(F)F)(F)F (1-(3,5-Bis(trifluoromethyl)benzyloxy)-2-(2-(2-methoxyvinyl)phenyl)but-3-en-2-ol). Run in O1CCCC1 (tetrahydrofuran). Reaction SMILES: [F:1][C:2]([F:29])([F:28])[C:3]1[CH:4]=[C:5]([CH:21]=[C:22]([C:24]([F:27])([F:26])[F:25])[CH:23]=1)[CH2:6][O:7][CH2:8][C:9]1([CH:19]=[CH2:20])[C:17]2[C:12](=[CH:13][CH:14]=[CH:15][CH:16]=2)C(O)[O:10]1.[Cl-].[CH3:31][O:32][CH2:33][P+](C1C=CC=CC=1)(C1C=CC=CC=1)C1C=CC=CC=1.[CH3:53]C(C)([O-])C.[K+]>O1CCCC1>[F:1][C:2]([F:28])([F:29])[C:3]1[CH:4]=[C:5]([CH:21]=[C:22]([C:24]([F:26])([F:25])[F:27])[CH:23]=1)[CH2:6][O:7][CH2:8][C:9]([C:17]1[CH:16]=[CH:15][CH:14]=[CH:13][C:12]=1[CH:53]=[CH:33][O:32][CH3:31])([OH:10])[CH:19]=[CH2:20] |f:1.2,3.4|. Procedure: To a suspension of 3-((3,5-bis(trifluoromethyl)benzyloxy)methyl)-3-vinyl-1,3-dihydroisobenzofuran-1-ol (475 mg, 1.14 mmol) and (methoxymethyl)triphenylphosphonium chloride (973 mg, 2.84 mmol) in tetrahydrofuran (6 mL) at 0° C. was added potassium tert-butoxide (319 mg, 2.84 mmol). The ice bath was removed and stirring continued for 6 h. The reaction was quenched by addition of saturated ammonium chloride and poured into diethyl ether. The ethereal was washed with water, then brine, dried over ma... Run at time 6 hour. Isolated yield 225.0%. The solvent is CO (methanol). Starting materials: C(C)(=O)O (acetic acid), NC=1C(=NC(=CN1)C1=CC(=CC=C1)C(=O)NCC1NCCC1)C(=O)NC (3-amino-N-methyl-6-(3-{[(pyrrolidin-2-ylmethyl)amino]carbonyl}phenyl)pyrazine-2-carboxamide), C(C1=CC=CC=C1)=O (benzaldehyde), C(#N)[BH3-].[Na+] (sodium cyanoborohydride). Run at time 1 hour. Yields the product NC=1C(=NC(=CN1)C1=CC(=CC=C1)C(=O)NCC1N(CCC1)CC1=CC=CC=C1)C(=O)NC (3-amino-N-methyl-6-{3-[({[1-(phenylmethyl)pyrrolidin-2-yl]methyl}amino)carbonyl]phenyl}pyrazine-2-carboxamide). Procedure: To a stirred solution of 3-amino-N-methyl-6-(3-{[(pyrrolidin-2-ylmethyl)amino]carbonyl}phenyl)pyrazine-2-carboxamide (35.4 mg, 0.01 mmol) and benzaldehyde (24.8 mg, 0.02 mmol) in methanol (3 mL) was added sodium cyanoborohydride (25 mg, 0.04 mmol). The mixture was stirred for 1 h and then acetic acid added until the pH of the solution was 7.0. The solution was stirred for an additional 6 h, solvent was removed and residue was partitioned with CHCl3 and 2 M aqueous sodium hydroxide (5 mL). The aq... As a reaction SMILES: [NH2:1][C:2]1[C:3]([C:23]([NH:25][CH3:26])=[O:24])=[N:4][C:5]([C:8]2[CH:13]=[CH:12][CH:11]=[C:10]([C:14]([NH:16][CH2:17][CH:18]3[CH2:22][CH2:21][CH2:20][NH:19]3)=[O:15])[CH:9]=2)=[CH:6][N:7]=1.[CH:27](=O)[C:28]1[CH:33]=[CH:32][CH:31]=[CH:30][CH:29]=1.C([BH3-])#N.[Na+].C(O)(=O)C>CO>[NH2:1][C:2]1[C:3]([C:23]([NH:25][CH3:26])=[O:24])=[N:4][C:5]([C:8]2[CH:13]=[CH:12][CH:11]=[C:10]([C:14]([NH:16][CH2:17][CH:18]3[CH2:22][CH2:21][CH2:20][N:19]3[CH2:27][C:28]3[CH:33]=[CH:32][CH:31]=[CH:30][CH:29]=3)=[O:15])[CH:9]=2)=[CH:6][N:7]=1 |f:2.3|. The reactants are C(C1=CC=CC=C1)(C1=CC=CC=C1)(C1=CC=CC=C1)N1N=CC=2C1=NC=CC2C=2SC=C(N2)CC#N (2-[2-(1-tritylpyrazolo[5,4-b]pyridin-4-yl)thiazol-4-yl]acetonitrile), C(C)[SiH](CC)CC (triethylsilane), C(=O)(C(F)(F)F)O (TFA). Run in C(Cl)Cl (DCM). Product: N1N=CC=2C1=NC=CC2C=2SC=C(N2)CC#N (2-(2-(1H-pyrazolo[3,4-b]pyridin-4-yl)thiazol-4-yl)ethanenitrile). Isolated yield 15.7%. Reaction SMILES: C([N:20]1[C:24]2=[N:25][CH:26]=[CH:27][C:28]([C:29]3[S:30][CH:31]=[C:32]([CH2:34][C:35]#[N:36])[N:33]=3)=[C:23]2[CH:22]=[N:21]1)(C1C=CC=CC=1)(C1C=CC=CC=1)C1C=CC=CC=1.C([SiH](CC)CC)C.C(O)(C(F)(F)F)=O>C(Cl)Cl>[NH:20]1[C:24]2=[N:25][CH:26]=[CH:27][C:28]([C:29]3[S:30][CH:31]=[C:32]([CH2:34][C:35]#[N:36])[N:33]=3)=[C:23]2[CH:22]=[N:21]1. Procedure details: A solution of 2-[2-(1-tritylpyrazolo[5,4-b]pyridin-4-yl)thiazol-4-yl]acetonitrile (83 mg, 0.1716 mmol) in DCM (3 ml) was treated with triethylsilane (0.5 ml) followed by TFA (0.5 mL). After 15 minutes the mixture was concentrated in vacuo and purified by column chromatography (70:9:1 DCM/MeOH/NH4OH) to give the product as a light tan solid (6.5 mg, 16% Yield). 1H NMR (DMSO, 400 MHz) δ 4.37 (2H, s), 7.72 (1H, d), 7.94 (1H, s), 8.63 (1H, s), 8.66 (1H, d), 13.98 (1H, br s); MS (ES+) 242.00 Starting materials: O=[N+]([O-])c1cccc(Br)c1NC1CC1, CS(=O)(=O)c1cccc(N)c1[N+](=O)[O-]. The product is CS(=O)(=O)c1cccc([N+](=O)[O-])c1NC1CC1. As a reaction SMILES: [Br:15][c:16]1[c:17]([NH:18][CH:19]2[CH2:20][CH2:21]2)[c:22]([N+:26](=[O:27])[O-:28])[cH:23][cH:24][cH:25]1.[CH3:1][S:2](=[O:3])(=[O:4])[c:5]1[c:6]([N+:7]([O-:8])=[O:9])[c:10]([NH2:14])[cH:11][cH:12][cH:13]1>>[CH3:1][S:2](=[O:3])(=[O:4])[c:16]1[c:17]([NH:18][CH:19]2[CH2:20][CH2:21]2)[c:22]([N+:26](=[O:27])[O-:28])[cH:23][cH:24][cH:25]1.